Dataset: the Open Reaction Database (ORD), a public repository of structured organic reaction records. Task: describe an organic reaction: reactants, conditions, products, and yield RXN SMILES: [CH3:1][O:2][C:3]1[CH:11]=[C:10]2[C:6]([C:7]3([CH2:17][CH2:16][CH2:15][N:14]4[CH:18]=[N:19][CH:20]=[C:13]34)[C:8](=[O:12])[NH:9]2)=[CH:5][CH:4]=1.[H-].[Na+].Cl[C:24]([O:26][CH3:27])=[O:25]>CN(C)C=O.O>[CH3:1][O:2][C:3]1[CH:11]=[C:10]2[C:6]([C:7]3([CH2:17][CH2:16][CH2:15][N:14]4[CH:18]=[N:19][CH:20]=[C:13]34)[C:8](=[O:12])[N:9]2[C:24]([O:26][CH3:27])=[O:25])=[CH:5][CH:4]=1 |f:1.2|. Solvent: O (water), CN(C=O)C (N,N-dimethyl formamide). Product: COC1=CC=C2C3(C(N(C2=C1)C(=O)OC)=O)C=1N(CCC3)C=NC1 (Methyl 6′-methoxy-2′-oxo-6,7-dihydro-5H-spiro[imidazo[1,5-a]pyridine-8,3′-indole]-1′(2′H)-carboxylate). Reaction conditions: time 20 minute. The reactants are COC1=CC=C2C3(C(NC2=C1)=O)C=1N(CCC3)C=NC1 (6′-methoxy-6,7-dihydro-5H-spiro[imidazo[1,5-a]pyridine-8,3′-indol]-2′(1′H)-one), [H-].[Na+] (sodium hydride), ClC(=O)OC (methyl chloroformate). Procedure: A solution of 1 mmol of 6′-methoxy-6,7-dihydro-5H-spiro[imidazo[1,5-a]pyridine-8,3′-indol]-2′(1′H)-one in 5 ml of N,N-dimethyl formamide is treated with 1.2 mmol of sodium hydride (60% dispersion in oil). The reaction mixture is stirred for 20 minutes at room temperature, then 1.2 mmol of methyl chloroformate are added. The reaction mixture is stirred for 20 minutes at room temperature, then diluted with water and extracted with tert-butyl methyl ether (3×). The combined organic phases are dried... Starting materials: CC(C)(C)OC(=O)NN, O=C([O-])[O-], [Cs+], [Cs+], [Cu]I, COc1cn(-c2ccc(I)cc2F)nc(-c2ccnn2-c2ccccc2)c1=O, CN(C)C=O, O, c1cnc2c(c1)ccc1cccnc12. The product is COc1cn(-c2ccc(N(N)C(=O)OC(C)(C)C)cc2F)nc(-c2ccnn2-c2ccccc2)c1=O. RXN SMILES: [C:29]([NH:30][NH2:31])(=[O:32])[O:33][C:34]([CH3:35])([CH3:36])[CH3:37].[C:52](=[O:53])([O-:54])[O-:55].[Cs+:56].[Cs+:57].[Cu:63][I:64].[F:1][c:2]1[c:3](-[n:9]2[n:10][c:11](-[c:18]3[cH:19][cH:20][n:21][n:22]3-[c:23]3[cH:24][cH:25][cH:26][cH:27][cH:28]3)[c:12](=[O:17])[c:13]([O:15][CH3:16])[cH:14]2)[cH:4][cH:5][c:6]([I:8])[cH:7]1.[O:58]=[CH:59][N:60]([CH3:61])[CH3:62].[OH2:65].[cH:38]1[cH:39][c:40]2[cH:41][cH:42][c:43]3[c:44]([c:45]2[n:46][cH:47]1)[n:48][cH:49][cH:50][cH:51]3>>[F:1][c:2]1[c:3](-[n:9]2[n:10][c:11](-[c:18]3[cH:19][cH:20][n:21][n:22]3-[c:23]3[cH:24][cH:25][cH:26][cH:27][cH:28]3)[c:12](=[O:17])[c:13]([O:15][CH3:16])[cH:14]2)[cH:4][cH:5][c:6]([N:30]([C:29](=[O:32])[O:33][C:34]([CH3:35])([CH3:36])[CH3:37])[NH2:31])[cH:7]1. RXN SMILES: [CH2:1]([c:2]1[cH:3][cH:4][cH:5][cH:6][cH:7]1)[O:8][c:9]1[cH:10][cH:11][c:12]([O:13][c:14]2[c:15]([N+:22]([O-:23])=[O:24])[cH:16][c:17]([O:20][CH3:21])[cH:18][cH:19]2)[cH:25][cH:26]1.[CH3:29][CH2:30][OH:31].[Cl-:27].[Fe:33].[NH4+:28].[OH2:32]>>[CH2:1]([c:2]1[cH:3][cH:4][cH:5][cH:6][cH:7]1)[O:8][c:9]1[cH:10][cH:11][c:12]([O:13][c:14]2[c:15]([NH2:22])[cH:16][c:17]([O:20][CH3:21])[cH:18][cH:19]2)[cH:25][cH:26]1.[ClH:27]. Reactants: COc1ccc(Oc2ccc(OCc3ccccc3)cc2)c([N+](=O)[O-])c1, CCO, [Cl-], [Fe], [NH4+], O. Yields the product COc1ccc(Oc2ccc(OCc3ccccc3)cc2)c(N)c1, Cl. Reactants: [OH-].[K+] (potassium hydroxide), CCCCCC (hexane), CC(C)O (2-propanol), Cl.NC(C(=O)OCC)C1C2=C(C=CC3=C1C=CC=C3)C=CC=C2 (Ethyl α-amino-5H-dibenzo[a,d]cycloheptene-5-acetate, hydrochloride). Run in C(C)O (ethanol), O (water). Product: Cl.NC(C(=O)O)C1C2=C(C=CC3=C1C=CC=C3)C=CC=C2 (α-Amino-5H-dibenzo[a,d]cycloheptene-5-acetic acid, hydrochloride). Reaction SMILES: [ClH:1].[NH2:2][CH:3]([CH:9]1[C:15]2[CH:16]=[CH:17][CH:18]=[CH:19][C:14]=2[CH:13]=[CH:12][C:11]2[CH:20]=[CH:21][CH:22]=[CH:23][C:10]1=2)[C:4]([O:6]CC)=[O:5].[OH-].[K+].CCCCCC.CC(O)C>C(O)C.O>[ClH:1].[NH2:2][CH:3]([CH:9]1[C:10]2[CH:23]=[CH:22][CH:21]=[CH:20][C:11]=2[CH:12]=[CH:13][C:14]2[CH:19]=[CH:18][CH:17]=[CH:16][C:15]1=2)[C:4]([OH:6])=[O:5] |f:0.1,2.3,8.9|. Reported procedure: Ethyl α-amino-5H-dibenzo[a,d]cycloheptene-5-acetate, hydrochloride (0.21 g, 0.6 mmol) dissolved in 10 mL of absolute ethanol is stirred with 3 mL of 1.25M ethanolic potassium hydroxide solution until TLC (SiO2, hexane: 2-propanol/3: 1) shows no starting material (2 hours). The solvent is stripped and a residual solid is taken up in water and extracted with dichloromethane. The aqueous layer is acidified with 6N hydrochloric acid to pH 1 and stripped to dryness. The residue is treated with 5 mL o... The reactants are C(CC(CCC)=O)N1C=NC=C1 (1-(hexan-3-on-1-yl)imidazole), C(CS)S (ethane-1,2-dithiol), CS(=O)(=O)O (methanesulfonic acid). The solvent is C(Cl)Cl (methylene chloride), C(Cl)Cl (methylene chloride). Conditions: time 15 minute. Yields the product C(CC)C1(SCCS1)CCN1C=NC=C1 (1-[2-(2-propyl-1,3-dithiolan-2-yl)ethyl]imidazole). RXN SMILES: [CH2:1]([N:8]1[CH:12]=[CH:11][N:10]=[CH:9]1)[CH2:2][C:3](=O)[CH2:4][CH2:5][CH3:6].[CH2:13]([SH:16])[CH2:14][SH:15].CS(O)(=O)=O>C(Cl)Cl>[CH2:4]([C:3]1([CH2:2][CH2:1][N:8]2[CH:12]=[CH:11][N:10]=[CH:9]2)[S:16][CH2:13][CH2:14][S:15]1)[CH2:5][CH3:6]. Procedure: A solution 1-(hexan-3-on-1-yl)imidazole (1.00 g) was stirred with ethane-1,2-dithiol (1 ml) at room temperature and then 1 ml of methanesulfonic acid was added in portions with cooling. After 15 minutes, 20 ml of methylene chloride was added and the mixture stirred for 4 hours. The reaction mixture was poured into 300 ml of methylene chloride which solution was washed with 3×100 ml 5% sodium hydroxide, 1×100 ml water and the organic layer dried over magnesium sulfate. Removal of the solvent affo...